Dataset: the Open Reaction Database (ORD), a public repository of structured organic reaction records. Task: describe an organic reaction: reactants, conditions, products, and yield Reactants: C([C@@H](O)C)(=O)O ((S)-Lactic acid), C(C1=CC=CC=C1)Br (benzyl bromide), [I-].[K+] (potassium iodide), C([O-])([O-])=O.[K+].[K+] (potassium carbonate), C(C)(C)OC(C)C (diisopropyl ether), Cl (hydrochloric acid). The solvent is CN(C=O)C (dimethylformamide), C(C)(=O)OCC (ethyl acetate). Reaction conditions: time 6 hour. The product is C([C@@H](O)C)(=O)OCC1=CC=CC=C1 ((S)-benzyl lactate). Yield: 37.1%. RXN SMILES: [C:1]([OH:6])(=[O:5])[C@H:2]([CH3:4])[OH:3].[CH2:7](Br)[C:8]1[CH:13]=[CH:12][CH:11]=[CH:10][CH:9]=1.[I-].[K+].C(=O)([O-])[O-].[K+].[K+].C(OC(C)C)(C)C.Cl>CN(C)C=O.C(OCC)(=O)C>[C:1]([O:6][CH2:7][C:8]1[CH:13]=[CH:12][CH:11]=[CH:10][CH:9]=1)(=[O:5])[C@H:2]([CH3:4])[OH:3] |f:2.3,4.5.6|. Procedure: (S)-Lactic acid (60 g) and 75 g of benzyl bromide were dissolved in 500 ml of dimethylformamide, to which 72.5 g of potassium iodide and 150 g of potassium carbonate were added with ice cooling. After the mixture was stirred at room temperature for 6 hours, 500 ml of ethyl acetate and 500 ml of diisopropyl ether were added thereto. The supernatant layer was obtained by decantation and the precipitate was washed with 100 ml of diisopropyl ether. The organic solutions thus obtained were combined a... Starting materials: O.C(CC(O)(C(=O)O)CC(=O)O)(=O)O (water citric acid), C(N)(=O)C=1C=C(C=C2C=3C=CC(=CC3NC12)N1CCN(CC1)C(=O)OC(C)(C)C)C1=CC(=C(C=C1)O)Cl (tert-butyl 4-(8-carbamoyl-6-(3-chloro-4-hydroxyphenyl)-9H-carbazol-2-yl)piperazine-1-carboxylate), C(=O)([O-])[O-].[K+].[K+] (K2CO3), BrCCBr (1,2-dibromoethane). Solvent: CN(C)C=O (DMF). Conditions: time 17 hour. Yields the product BrCCOC1=C(C=C(C=C1)C=1C=C2C=3C=CC(=CC3NC2=C(C1)C(N)=O)N1CCN(CC1)C(=O)OC(C)(C)C)Cl (tert-butyl 4-(6-(4-(2-bromoethoxy)-3-chlorophenyl)-8-carbamoyl-9H-carbazol-2-yl)piperazine-1-carboxylate). Yield: 155.6%. As a reaction SMILES: [C:1]([C:4]1[CH:5]=[C:6]([C:30]2[CH:35]=[CH:34][C:33]([OH:36])=[C:32]([Cl:37])[CH:31]=2)[CH:7]=[C:8]2[C:16]=1[NH:15][C:14]1[CH:13]=[C:12]([N:17]3[CH2:22][CH2:21][N:20]([C:23]([O:25][C:26]([CH3:29])([CH3:28])[CH3:27])=[O:24])[CH2:19][CH2:18]3)[CH:11]=[CH:10][C:9]2=1)(=[O:3])[NH2:2].C([O-])([O-])=O.[K+].[K+].[Br:44][CH2:45][CH2:46]Br.O.C(O)(=O)CC(CC(O)=O)(C(O)=O)O>CN(C=O)C>[Br:44][CH2:45][CH2:46][O:36][C:33]1[CH:34]=[CH:35][C:30]([C:6]2[CH:7]=[C:8]3[C:16](=[C:4]([C:1](=[O:3])[NH2:2])[CH:5]=2)[NH:15][C:14]2[CH:13]=[C:12]([N:17]4[CH2:18][CH2:19][N:20]([C:23]([O:25][C:26]([CH3:29])([CH3:28])[CH3:27])=[O:24])[CH2:21][CH2:22]4)[CH:11]=[CH:10][C:9]3=2)=[CH:31][C:32]=1[Cl:37] |f:1.2.3,5.6|. Procedure: A 100 ml round bottom flask was loaded with tert-butyl 4-(8-carbamoyl-6-(3-chloro-4-hydroxyphenyl)-9H-carbazol-2-yl)piperazine-1-carboxylate (estimated purity ˜50%, 365 mg, ˜0.35 mmol, Example 409B), K2CO3 (1.12 g, 8.10 mmol), DMF (20 ml) and 1,2-dibromoethane (0.64 ml, 7.4 mmol) and stirred at room temperature for 17 hours. The reaction mixture was poured into a separating funnel that was loaded with 500 ml water+citric acid (0.5 M solution in water) (60 ml, 30 mmol) and extracted with ethyl ac... Reactants: CC=1SC(=C(C1C(=O)O)CC1=CC=C(C=C1)C(F)(F)F)C (2,5-dimethyl-4-[4-(trifluoromethyl)benzyl]thiophene-3-carboxylic acid), NC1(CC1)C1=CC=C(C#N)C=C1 (4-(1-aminocyclopropyl)benzonitrile). Yields the product C(#N)C1=CC=C(C=C1)C1(CC1)NC(=O)C1=C(SC(=C1CC1=CC=C(C=C1)C(F)(F)F)C)C (N-[1-(4-cyanophenyl)cyclopropyl]-2,5-dimethyl-4-[4-(trifluoromethyl)benzyl]thiophene-3-carboxamide). As a reaction SMILES: [CH3:1][C:2]1[S:3][C:4]([CH3:21])=[C:5]([CH2:10][C:11]2[CH:16]=[CH:15][C:14]([C:17]([F:20])([F:19])[F:18])=[CH:13][CH:12]=2)[C:6]=1[C:7](O)=[O:8].[NH2:22][C:23]1([C:26]2[CH:33]=[CH:32][C:29]([C:30]#[N:31])=[CH:28][CH:27]=2)[CH2:25][CH2:24]1>>[C:30]([C:29]1[CH:28]=[CH:27][C:26]([C:23]2([NH:22][C:7]([C:6]3[C:5]([CH2:10][C:11]4[CH:12]=[CH:13][C:14]([C:17]([F:20])([F:19])[F:18])=[CH:15][CH:16]=4)=[C:4]([CH3:21])[S:3][C:2]=3[CH3:1])=[O:8])[CH2:25][CH2:24]2)=[CH:33][CH:32]=1)#[N:31]. Procedure details: 2,5-Dimethyl-4-[4-(trifluoromethyl)benzyl]thiophene-3-carboxylic acid from Example 11, Step 4 (286 mg, 0.910 mmol) was reacted with 4-(1-aminocyclopropyl)benzonitrile from Example 14, Step 1 (144 mg, 0.910 mmol) under conditions similar to Example 1, Step 10. The crude product was purified by Combi Flash chromatography system (2-5% EtOAc/CHCl3 in 20 min.) to afford the desired product as a pale yellow solid. Run in CN(C)C=O (DMF). Starting materials: C(C)OC(=O)C1=C(C2=C(C(=N1)Br)C=C(S2)C2=CC(=CC=C2)C(F)(F)F)O (4-bromo-7-hydroxy-2-(3-trifluoromethyl-phenyl)-thieno[3,2-c]pyridine-6-carboxylic acid ethyl ester), [Cu]C#N (copper(I) cyanide). Yields the product C(C)OC(=O)C1=C(C2=C(C(=N1)C#N)C=C(S2)C2=CC(=CC=C2)C(F)(F)F)O (4-Cyano-7-hydroxy-2-(3-trifluoromethyl-phenyl)-thieno[3,2-c]pyridine-6-carboxylic acid ethyl ester). Run at temperature 135 celsius. Procedure: A mixture of 4-bromo-7-hydroxy-2-(3-trifluoromethyl-phenyl)-thieno[3,2-c]pyridine-6-carboxylic acid ethyl ester (example 25.a, 108 mg, 0.24 mmol) and copper(I) cyanide (45 mg, 0.5 mmol) suspended in 1 mL DMF was heated at 135° C. for 15 minutes in a CEM microwave reactor. The resultant mixture was partitioned between ethyl acetate and water, and the organic fraction was washed with brine, dried over anhydrous sodium sulfate, and concentrated to a crude residue. The desired product was purified b... The yield is 51.0%. As a reaction SMILES: [CH2:1]([O:3][C:4]([C:6]1[N:11]=[C:10](Br)[C:9]2[CH:13]=[C:14]([C:16]3[CH:21]=[CH:20][CH:19]=[C:18]([C:22]([F:25])([F:24])[F:23])[CH:17]=3)[S:15][C:8]=2[C:7]=1[OH:26])=[O:5])[CH3:2].[Cu][C:28]#[N:29]>CN(C=O)C>[CH2:1]([O:3][C:4]([C:6]1[N:11]=[C:10]([C:28]#[N:29])[C:9]2[CH:13]=[C:14]([C:16]3[CH:21]=[CH:20][CH:19]=[C:18]([C:22]([F:25])([F:24])[F:23])[CH:17]=3)[S:15][C:8]=2[C:7]=1[OH:26])=[O:5])[CH3:2]. Starting materials: C1(=CC=CC=C1)OC (anisole), C(=O)(C(F)(F)F)O (TFA), C(C#C)O\N=C(/C(=O)NC1[C@@H]2N(C(=C(CS2)CI)C(=O)OC(C2=CC=CC=C2)C2=CC=CC=C2)C1=O)\C=1N=C(SC1)NC(C1=CC=CC=C1)(C1=CC=CC=C1)C1=CC=CC=C1 (diphenylmethyl 7-[(Z)-2-(propargyloxyimino)-2-(2-tritylaminothiazol-4-yl)acetamido]-3-iodomethyl-3-cephem-4-carboxylate), NC=1SC2=C(C=NC=C2)N1 (2-aminothiazolo[4,5-c]pyridine). The solvent is CS(=O)C (DMSO), C(C)(=O)OCC (ethyl acetate). Run at time 30 minute. The product is NC=1SC=C(N1)/C(/C(=O)NC1[C@@H]2N(C(=C(CS2)C[N+]2=CC3=C(C=C2)SC(=N3)N)C(=O)[O-])C1=O)=N/OCC#C (7-[(Z)-2-(2-Aminothiazol-4-yl)-2-(propargyloxyimino)acetamido]-3-(2-amino-5-thiazolo[4,5-c]pyridinio)methyl-3-cephem-4-carboxylate). Yield: 81.0%. Reaction SMILES: [CH2:1]([O:4]/[N:5]=[C:6](/[C:37]1[N:38]=[C:39]([NH:42]C(C2C=CC=CC=2)(C2C=CC=CC=2)C2C=CC=CC=2)[S:40][CH:41]=1)\[C:7]([NH:9][CH:10]1[C:35](=[O:36])[N:12]2[C:13]([C:19]([O:21]C(C3C=CC=CC=3)C3C=CC=CC=3)=[O:20])=[C:14]([CH2:17]I)[CH2:15][S:16][C@H:11]12)=[O:8])[C:2]#[CH:3].[NH2:62][C:63]1[S:64][C:65]2[CH:70]=[CH:69][N:68]=[CH:67][C:66]=2[N:71]=1.C1(OC)C=CC=CC=1.C(O)(C(F)(F)F)=O>CS(C)=O.C(OCC)(=O)C>[NH2:42][C:39]1[S:40][CH:41]=[C:37](/[C:6](=[N:5]/[O:4][CH2:1][C:2]#[CH:3])/[C:7]([NH:9][CH:10]2[C:35](=[O:36])[N:12]3[C:13]([C:19]([O-:21])=[O:20])=[C:14]([CH2:17][N+:68]4[CH:69]=[CH:70][C:65]5[S:64][C:63]([NH2:62])=[N:71][C:66]=5[CH:67]=4)[CH2:15][S:16][C@H:11]23)=[O:8])[N:38]=1. Procedure: A mixture of diphenylmethyl 7-[(Z)-2-(propargyloxyimino)-2-(2-tritylaminothiazol-4-yl)acetamido]-3-iodomethyl-3-cephem-4-carboxylate [VIIf] (580 mg, 0.61 mmole), and 2-aminothiazolo[4,5-c]pyridine (94 mg, 0.62 mmole) in 2.5 ml of dry DMSO was stirred at room temperature for 30 minutes. The mixture was diluted with ethyl acetate (50 ml), and the resulting precipitate was collected by filtration and dissolved in CHCl3 --CH3OH (4:1, 50 ml). The solution was filtered and evaporated, and the residue ... Starting materials: CC(=O)O, C=Cc1ccncc1, c1ccc2[nH]ccc2c1. Yields the product c1ccc2c(CCc3ccncc3)c[nH]c2c1. RXN SMILES: [CH3:18][C:19](=[O:20])[OH:21].[CH:10](=[CH2:11])[c:12]1[cH:13][cH:14][n:15][cH:16][cH:17]1.[nH:1]1[cH:2][cH:3][c:4]2[cH:5][cH:6][cH:7][cH:8][c:9]12>>[nH:1]1[cH:2][c:3]([CH2:11][CH2:10][c:12]2[cH:13][cH:14][n:15][cH:16][cH:17]2)[c:4]2[cH:5][cH:6][cH:7][cH:8][c:9]12. Starting materials: COc1cnc2ccc(F)c(CBr)c2n1, CN(C)C=O, N#C[K]. Yields the product COc1cnc2ccc(F)c(CC#N)c2n1. As a reaction SMILES: [Br:1][CH2:2][c:3]1[c:4]([F:15])[cH:5][cH:6][c:7]2[n:8][cH:9][c:10]([O:13][CH3:14])[n:11][c:12]12.[CH3:19][N:20]([CH3:21])[CH:22]=[O:23].[K:16][C:17]#[N:18]>>[CH2:2]([c:3]1[c:4]([F:15])[cH:5][cH:6][c:7]2[n:8][cH:9][c:10]([O:13][CH3:14])[n:11][c:12]12)[C:17]#[N:18]. Starting materials: CC(C)(C)c1ccc(COc2ccc(C=O)cc2)cc1, CC(=O)[O-], CC(=O)O, [Na+], O=C1CSC(=S)N1. Product: CC(C)(C)c1ccc(COc2ccc(C=C3SC(=S)NC3=O)cc2)cc1. Reaction SMILES: [C:1]([CH3:2])([CH3:3])([CH3:4])[c:5]1[cH:6][cH:7][c:8]([CH2:9][O:10][c:11]2[cH:12][cH:13][c:14]([CH:15]=[O:16])[cH:17][cH:18]2)[cH:19][cH:20]1.[CH3:29][C:30](=[O:31])[O-:32].[CH3:33][C:34](=[O:35])[OH:36].[Na+:28].[S:21]1[C:22](=[S:23])[NH:24][C:25](=[O:26])[CH2:27]1>>[C:1]([CH3:2])([CH3:3])([CH3:4])[c:5]1[cH:6][cH:7][c:8]([CH2:9][O:10][c:11]2[cH:12][cH:13][c:14]([CH:15]=[C:27]3[S:21][C:22](=[S:23])[NH:24][C:25]3=[O:26])[cH:17][cH:18]2)[cH:19][cH:20]1. Reactants: ClC=1C=C2C=3CC(CCC3NC2=C(C1)Cl)(CNCC1=NC=CC=C1)CCCC1=CC=CC=C1 (6,8-dichloro-2,3,4,9-tetrahydro-3-(3-phenylpropyl)-N-(2-pyridinylmethyl)-1H-carbazole-3-methanamine), ClC1=C(C=CC(=C1)Cl)NN (2,4-dichlorophenylhydrazine). Product: C1(=CC=CC=C1)CCCC1(CCC=2NC3=CC=CC=C3C2C1)CNCC1=NC=CC=C1 (2,3,4,9-Tetrahydro-3-(3-phenylpropyl)-N-(2-pyridinylmethyl)-1H-carbazole-3-methanamine). Reaction SMILES: Cl[C:2]1[CH:3]=[C:4]2[C:12](=[C:13](Cl)[CH:14]=1)[NH:11][C:10]1[CH2:9][CH2:8][C:7]([CH2:25][CH2:26][CH2:27][C:28]3[CH:33]=[CH:32][CH:31]=[CH:30][CH:29]=3)([CH2:16][NH:17][CH2:18][C:19]3[CH:24]=[CH:23][CH:22]=[CH:21][N:20]=3)[CH2:6][C:5]2=1.ClC1C=C(Cl)C=CC=1NN>>[C:28]1([CH2:27][CH2:26][CH2:25][C:7]2([CH2:16][NH:17][CH2:18][C:19]3[CH:24]=[CH:23][CH:22]=[CH:21][N:20]=3)[CH2:6][C:5]3[C:4]4[C:12](=[CH:13][CH:14]=[CH:2][CH:3]=4)[NH:11][C:10]=3[CH2:9][CH2:8]2)[CH:29]=[CH:30][CH:31]=[CH:32][CH:33]=1. Procedure details: 54 mg of 6,8-dichloro-2,3,4,9-tetrahydro-3-(3-phenylpropyl)-N-(2-pyridinylmethyl)-1H-carbazole-3-methanamine 283 is produced analogously with use of 2,4-dichlorophenylhydrazine. Starting materials: CC(=O)[O-], COc1ccc(N)cc1, CCOC(C)=O, CCOC(=O)CC(=O)CCl, Cl, O=N[O-], [Na+], [Na+], O. Yields the product CCOC(=O)C(Cl)=NNc1ccc(OC)cc1. As a reaction SMILES: [CH3:16][C:17](=[O:18])[O-:19].[CH3:1][O:2][c:3]1[cH:4][cH:5][c:6]([NH2:7])[cH:8][cH:9]1.[CH3:31][CH2:32][O:33][C:34](=[O:35])[CH3:36].[Cl:20][CH2:21][C:22]([CH2:23][C:24](=[O:25])[O:26][CH2:27][CH3:28])=[O:29].[ClH:10].[N:11]([O-:12])=[O:13].[Na+:14].[Na+:15].[OH2:30]>>[CH3:1][O:2][c:3]1[cH:4][cH:5][c:6]([NH:7][N:11]=[C:23]([Cl:10])[C:24](=[O:25])[O:26][CH2:27][CH3:28])[cH:8][cH:9]1.